Dataset: the Open Reaction Database (ORD), a public repository of structured organic reaction records. Task: describe an organic reaction: reactants, conditions, products, and yield As a reaction SMILES: [Cl:1][C:2]1[CH:7]=[CH:6][C:5]([NH:8][CH2:9][CH2:10][NH:11][CH2:12][CH2:13][CH:14]=[C:15]2[C:21]3=[CH:22][CH:23]=[CH:24][NH:25][C:20]3=[CH:19][O:18][C:17]3[CH:26]=[CH:27][C:28]([C:30]([OH:33])([CH3:32])[CH3:31])=[CH:29][C:16]2=3)=[CH:4][CH:3]=1.[CH:34](=O)[CH3:35].[C:37](O[BH-](OC(=O)C)OC(=O)C)(=O)[CH3:38].[Na+].C(O)(=O)C>ClC(Cl)C>[Cl:1][C:2]1[CH:7]=[CH:6][C:5]([N:8]([CH2:34][CH3:35])[CH2:9][CH2:10][N:11]([CH2:37][CH3:38])[CH2:12][CH2:13][CH:14]=[C:15]2[C:21]3[CH:22]=[CH:23][CH:24]=[N:25][C:20]=3[CH2:19][O:18][C:17]3[CH:26]=[CH:27][C:28]([C:30]([OH:33])([CH3:31])[CH3:32])=[CH:29][C:16]2=3)=[CH:4][CH:3]=1 |f:2.3|. The solvent is ClC(C)Cl (dichloroethane). Reported procedure: To a solution of 2-(5-{3-[2-(4-chloro-phenylamino)-ethylamino]-propylidene}-5,1-dihydro-10-oxa-1-aza-dibenzo[a,d]cyclohepten-7-yl)-propan-2-ol (0.13 g, 0.27 mmol) in dichloroethane (5.0 mL) was added acetaldehyde (0.045 mL, 0.81 mmol), sodium triacetoxy borohydride (0.17 g, 0.81 mmol) and catalytic acetic acid and stirred at room temperature overnight. The reaction mixture was concentrated and the residue was dissolved in dichloromethane and washed with saturated aqueous sodium bicarbonate. The ... Yields the product ClC1=CC=C(C=C1)N(CCN(CCC=C1C2=C(OCC3=C1C=CC=N3)C=CC(=C2)C(C)(C)O)CC)CC (2-{5-[3-({2-[(4-Chloro-phenyl)-ethyl-amino]-ethyl}-ethyl-amino)-propylidene]-5,11-dihydro-10-oxa-1-aza-dibenzo[a,d]cyclohepten-7-yl}-propan-2-ol). Reaction conditions: time 8 hour. Starting materials: ClC1=CC=C(C=C1)NCCNCCC=C1C2=C(OC=C3C1=CC=CN3)C=CC(=C2)C(C)(C)O (2-(5-{3-[2-(4-chloro-phenylamino)-ethylamino]-propylidene}-5,1-dihydro-10-oxa-1-aza-dibenzo[a,d]cyclohepten-7-yl)-propan-2-ol), C(C)=O (acetaldehyde), C(C)(=O)O[BH-](OC(C)=O)OC(C)=O.[Na+] (sodium triacetoxy borohydride), C(C)(=O)O (acetic acid). The reactants are FC(C(=O)O)(F)F (trifluoroacetic acid), C1(=CC(=CC=C1)CCC(C)(C)N1CCN(CC1)C(=O)OC(C)(C)C)C1=CC=CC=C1 (1,1-dimethylethyl 4-(3-biphenyl-3-yl-1,1-dimethylpropyl)piperazine-1-carboxylate), FC(C(=O)O)(F)F (trifluoroacetic acid). Run in ClCCl (dichloromethane), ClCCCl (1,2-dichloroethane). Reaction conditions: time 2 hour. Product: C1(=CC(=CC=C1)CCC(C)(C)N1CCNCC1)C1=CC=CC=C1 (1-(3-biphenyl-3-yl-1,1-dimethylpropyl)piperazine). The yield is 94.2%. Reaction SMILES: FC(F)(F)C(O)=O.[C:8]1([C:32]2[CH:37]=[CH:36][CH:35]=[CH:34][CH:33]=2)[CH:13]=[CH:12][CH:11]=[C:10]([CH2:14][CH2:15][C:16]([N:19]2[CH2:24][CH2:23][N:22](C(OC(C)(C)C)=O)[CH2:21][CH2:20]2)([CH3:18])[CH3:17])[CH:9]=1>ClCCl.ClCCCl>[C:8]1([C:32]2[CH:37]=[CH:36][CH:35]=[CH:34][CH:33]=2)[CH:13]=[CH:12][CH:11]=[C:10]([CH2:14][CH2:15][C:16]([N:19]2[CH2:20][CH2:21][NH:22][CH2:23][CH2:24]2)([CH3:18])[CH3:17])[CH:9]=1. Procedure: 0.65 ml (8.4 mmol) of trifluoroacetic acid is added to a solution of 0.35 g (0.86 mmol) of 1,1-dimethylethyl 4-(3-biphenyl-3-yl-1,1-dimethylpropyl)piperazine-1-carboxylate, prepared in step 5.3., in 5 ml of dichloromethane. The mixture is stirred for 2 hours and then 0.65 ml of trifluoroacetic acid is added. It is stirred for 2 more hours and then diluted with 10 ml of 1,2-dichloroethane and evaporated to dryness. The residue is taken up in a mixture of 50 ml of dichloromethane and 20 ml of 15% ... Product: ClC1=C(C2=NC(C(N=C2C=C1Cl)=O)=O)C (6,7-dichloro-5-methyl-quinoxalin-2,3-dione). Reaction SMILES: [NH2:1][C:2]1[C:7]([NH2:8])=[CH:6][C:5]([Cl:9])=[C:4]([Cl:10])[C:3]=1[CH3:11].[C:12](O)(=[O:16])[C:13](O)=[O:14]>Cl>[Cl:10][C:4]1[C:5]([Cl:9])=[CH:6][C:7]2[C:2](=[N:1][C:12](=[O:16])[C:13](=[O:14])[N:8]=2)[C:3]=1[CH3:11]. The yield is 66.3%. Procedure: A mixture of 2,3-diamino-5,6-dichlorotoluene (from step (c), 21.6 g, 0.137 mol) and oxalic acid (18.45 g, 0.206 mol) in hydrochloric acid (4M, 900 ml) was heated at reflux for 6 hours, cooled and filtered. The dark brown solid was suspended in diethyl ether, filtered and washed with more ether to give 6,7-dichloro-5-methyl-quinoxalin-2,3-dione (22.06 g, 66%). Run in Cl (hydrochloric acid). Reactants: NC1=C(C(=C(C=C1N)Cl)Cl)C (2,3-diamino-5,6-dichlorotoluene), C(C(=O)O)(=O)O (oxalic acid).